From a dataset of the Open Reaction Database (ORD), a public repository of structured organic reaction records. describe an organic reaction: reactants, conditions, products, and yield Run in CN(C)C=O (DMF). The yield is 8.6%. Starting materials: O (water), N1CCC(CC1)N1C(=NC2=C1C=CC(=C2)F)C(C(F)(F)F)(F)F (1-(Piperidin-4-yl)-5-fluoro-2-pentafluoroethyl-1H-benzoimidazole), BrCCCSC1=CC=C(C=C1)F (1-(3-bromo-propylsulfanyl)-4-fluoro-benzene), C(=O)([O-])[O-].[K+].[K+] (K2CO3). Reported procedure: 3.9 g 1-(Piperidin-4-yl)-5-fluoro-2-pentafluoroethyl-1H-benzoimidazole, 4.4 g 1-(3-bromo-propylsulfanyl)-4-fluoro-benzene and 2 g K2CO3 were stirred in 50 ml DMF at 100° C. for 2 h. After cooling the mixture was poured into water and was extracted 2× with ethyl acetate. The organic layer was tracted 3× with water, dried and evaporated. The resulting oil was purified by flash chromatography with dichloromethane, the purified fractions were dissolved in acetone after evaporation of the solvent, an... Product: FC(C(F)(F)F)(C1=NC2=C(N1C1CCN(CC1)CCCSC1=CC=C(C=C1)F)C=CC(=C2)F)F (2-Pentafluoroethyl-5-fluoro-1-{1-[3-(4-fluoro-phenylsulfanyl)-propyl]-piperidin-4-yl}-1H-benzoimidazole). RXN SMILES: [NH:1]1[CH2:6][CH2:5][CH:4]([N:7]2[C:11]3[CH:12]=[CH:13][C:14]([F:16])=[CH:15][C:10]=3[N:9]=[C:8]2[C:17]([F:23])([F:22])[C:18]([F:21])([F:20])[F:19])[CH2:3][CH2:2]1.Br[CH2:25][CH2:26][CH2:27][S:28][C:29]1[CH:34]=[CH:33][C:32]([F:35])=[CH:31][CH:30]=1.C([O-])([O-])=O.[K+].[K+].O>CN(C=O)C>[F:22][C:17]([F:23])([C:8]1[N:7]([CH:4]2[CH2:5][CH2:6][N:1]([CH2:25][CH2:26][CH2:27][S:28][C:29]3[CH:34]=[CH:33][C:32]([F:35])=[CH:31][CH:30]=3)[CH2:2][CH2:3]2)[C:11]2[CH:12]=[CH:13][C:14]([F:16])=[CH:15][C:10]=2[N:9]=1)[C:18]([F:21])([F:20])[F:19] |f:2.3.4|. Reactants: CC(C)(C)OC(=O)Nc1cc(F)c(C#N)cc1[N+](=O)[O-], CCCNC, CS(C)=O. The product is CCCN(C)c1cc(NC(=O)OC(C)(C)C)c([N+](=O)[O-])cc1C#N. Reaction SMILES: [C:1]([CH3:2])([CH3:3])([CH3:4])[O:5][C:6]([NH:7][c:8]1[c:9]([N+:17](=[O:18])[O-:19])[cH:10][c:11]([C:15]#[N:16])[c:12]([F:14])[cH:13]1)=[O:20].[CH3:21][NH:22][CH2:23][CH2:24][CH3:25].[CH3:26][S:27]([CH3:28])=[O:29]>>[C:1]([CH3:2])([CH3:3])([CH3:4])[O:5][C:6]([NH:7][c:8]1[c:9]([N+:17](=[O:18])[O-:19])[cH:10][c:11]([C:15]#[N:16])[c:12]([N:22]([CH3:21])[CH2:23][CH2:24][CH3:25])[cH:13]1)=[O:20].